From a dataset of the Open Reaction Database (ORD), a public repository of structured organic reaction records. describe an organic reaction: reactants, conditions, products, and yield The reactants are C(=O)(C(F)(F)F)O (TFA), N1=CC=CC2=CC(=CC=C12)CN1N=NC=2C1=NC(=CC2)C=2C=NN(C2)C2CCN(CC2)C(=O)OC(C)(C)C (tert-Butyl 4-(4-(3-(quinolin-6-ylmethyl)-3H-[1,2,3]triazolo[4,5-b]pyridin-5-yl)-1H-pyrazol-1-yl)piperidine-1-carboxylate), [OH-].[Na+] (NaOH). Solvent: ice water, ClCCl (dichloromethane). Run at time 12 hour. Product: N1CCC(CC1)N1N=CC(=C1)C1=CC=C2C(=N1)N(N=N2)CC=2C=C1C=CC=NC1=CC2 (6-((5-(1-(Piperidin-4-yl)-1H-pyrazol-4-yl)-3H-[1,2,3]triazolo[4,5-b]pyridin-3-yl)methyl)quinoline). Yield: 41.6%. RXN SMILES: [N:1]1[C:10]2[C:5](=[CH:6][C:7]([CH2:11][N:12]3[C:16]4=[N:17][C:18]([C:21]5[CH:22]=[N:23][N:24]([CH:26]6[CH2:31][CH2:30][N:29](C(OC(C)(C)C)=O)[CH2:28][CH2:27]6)[CH:25]=5)=[CH:19][CH:20]=[C:15]4[N:14]=[N:13]3)=[CH:8][CH:9]=2)[CH:4]=[CH:3][CH:2]=1.C(O)(C(F)(F)F)=O.[OH-].[Na+]>ClCCl>[NH:29]1[CH2:28][CH2:27][CH:26]([N:24]2[CH:25]=[C:21]([C:18]3[N:17]=[C:16]4[N:12]([CH2:11][C:7]5[CH:6]=[C:5]6[C:10](=[CH:9][CH:8]=5)[N:1]=[CH:2][CH:3]=[CH:4]6)[N:13]=[N:14][C:15]4=[CH:20][CH:19]=3)[CH:22]=[N:23]2)[CH2:31][CH2:30]1 |f:2.3|. Reported procedure: To a solution of example 156 (0.063 g, 0.123 mmol) in dichloromethane (1 ml) was cooled to 0° C., TFA (0.356 g, 2.47 mmol) was added and warmed to RT. After 12 h, the reaction mixture was poured in ice water and pH was adjusted to 10-11 with 10% NaOH solution and extracted with ethyl acetate, washed with brine, dried over sodium sulphate and concentrated to afford the title compound as an off-white solid (0.021 g, 42%). M.P.: 188-191° C. 1H-NMR (δ ppm, DMSO-d6, 400 MHz): 8.88 (dd, J=4.2, 1.6 Hz,...